From a dataset of the Open Reaction Database (ORD), a public repository of structured organic reaction records. describe an organic reaction: reactants, conditions, products, and yield RXN SMILES: [CH3:28][CH2:29][O:30][C:31](=[O:32])[CH3:33].[F:1][c:2]1[c:3]([O:10][CH3:11])[cH:4][c:5]([CH:6]=[O:7])[cH:8][cH:9]1.[K+:17].[K+:18].[O-:19][C:20]([O-:21])=[O:22].[O:23]=[CH:24][N:25]([CH3:26])[CH3:27].[nH:12]1[n:13][cH:14][cH:15][cH:16]1>>[c:2]1(-[n:12]2[n:13][cH:14][cH:15][cH:16]2)[c:3]([O:10][CH3:11])[cH:4][c:5]([CH:6]=[O:7])[cH:8][cH:9]1. The product is COc1cc(C=O)ccc1-n1cccn1. Starting materials: CCOC(C)=O, COc1cc(C=O)ccc1F, [K+], [K+], O=C([O-])[O-], CN(C)C=O, c1cn[nH]c1. The reactants are OC1=C(C2=CC=CC=C2C=C1)C=O (2-hydroxy-1-naphthaldehyde), NC1=C(C=CC=C1)O (2-aminophenol), NC1=C(C=CC=C1)O (2-aminophenol), [nBu4N][OsVI(N)Cl4], CO (methanol). The solvent is C(C)O (ethanol), ClCCl (dichloromethane), C(C)O (ethanol), C(C)O (ethanol). The product is C(C=1C(O)=CC=CC1)=NC1=C(C=CC=C1)O (N-salicylidene-2-aminophenol), [NnBu4][OsVI(N)Cl4]. Reaction SMILES: CO.[NH2:3][C:4]1[CH:9]=[CH:8][CH:7]=[CH:6][C:5]=1[OH:10].[OH:11][C:12]1[CH:21]=[CH:20][C:19]2[C:14](=CC=CC=2)[C:13]=1[CH:22]=O>C(O)C.ClCCl>[CH:22](=[N:3][C:4]1[CH:9]=[CH:8][CH:7]=[CH:6][C:5]=1[OH:10])[C:13]1[C:12](=[CH:21][CH:20]=[CH:19][CH:14]=1)[OH:11]. Reported procedure: The preparations of compounds used in this invention are shown in detail below. In general [nBu4N][OsVI(N)Cl4] is reacted with the ligand in a suitable organic solvent, such as methanol, ethanol or dichloromethane. The Schiff base ligands 5-X—H2salpa (salpa=N-salicylidene-2-aminophenol dianions) are synthesized by condensation of the appropriate 2-hydroxybenzyaldehyde with the 2-aminophenol in refluxing ethanol. The Schiff base ligand nalph is synthesized by condensation of the 2-hydroxy-1-napht... The reactants are C(C)OC(=O)C1(CCN(CC1)S(=O)(=O)C1=C(C=CC=C1)Cl)CCOC (1-(2-chloro-benzenesulfonyl)-4-(2-methoxy-ethyl)-piperidine-4-carboxylic acid ethyl ester), [Cl-].C[Al+]C (dimethylaluminium chloride), NC1=CC=C(C(=O)O)C=C1 (4-aminobenzoic acid). Run in CCCCCCC (heptane). The product is ClC1=C(C=CC=C1)S(=O)(=O)N1CCC2(CCN(C2=O)C2=CC=C(C(=O)O)C=C2)CC1 (4-[8-(2-chloro-benzenesulfonyl)-1-oxo-2,8-diaza-spiro[4.5]dec-2-yl]-benzoic acid). Yield: 15.1%. RXN SMILES: C([O:3][C:4]([C:6]1([CH2:22][CH2:23]OC)[CH2:11][CH2:10][N:9]([S:12]([C:15]2[CH:20]=[CH:19][CH:18]=[CH:17][C:16]=2[Cl:21])(=[O:14])=[O:13])[CH2:8][CH2:7]1)=O)C.[Cl-].C[Al+]C.[NH2:30][C:31]1[CH:39]=[CH:38][C:34]([C:35]([OH:37])=[O:36])=[CH:33][CH:32]=1>CCCCCCC>[Cl:21][C:16]1[CH:17]=[CH:18][CH:19]=[CH:20][C:15]=1[S:12]([N:9]1[CH2:10][CH2:11][C:6]2([C:4](=[O:3])[N:30]([C:31]3[CH:39]=[CH:38][C:34]([C:35]([OH:37])=[O:36])=[CH:33][CH:32]=3)[CH2:23][CH2:22]2)[CH2:7][CH2:8]1)(=[O:14])=[O:13] |f:1.2|. Procedure details: This material was prepared in analogy to example 1 step D) from 1-(2-chloro-benzenesulfonyl)-4-(2-methoxy-ethyl)-piperidine-4-carboxylic acid ethyl ester (3 g), dimethylaluminium chloride in heptane (1.0 molar, 34.62 ml) and 4-aminobenzoic acid (1.58 g) to give the desired 4-[8-(2-chloro-benzenesulfonyl)-1-oxo-2,8-diaza-spiro[4.5]dec-2-yl]-benzoic acid (0.522 g) as a white solid. MS (ESI): 449.1 (MH+). The reactants are N12CCCCCC2=NCCC1 (1,8-diazabicyclo[5.4.0]undec-7-ene), SC=1SCCN1 (4,5-dihydro-2-mercaptothiazole), ClCC1=C(C=CC=C1)S(=O)(=O)N (2-chloromethylbenzenesulfonamide). Solvent: O (water), C(C)#N (acetonitrile). Conditions: time 1 hour. Yields the product S(N)(=O)(=O)C1=C(C=CC=C1)CSC=1SCCN1 (4,5-dihydro-2-(2-sulfamoylphenylmethylthio)thiazole). Isolated yield 82.4%. Reaction SMILES: N12CCCN=C1CCCCC2.[SH:12][C:13]1[S:14][CH2:15][CH2:16][N:17]=1.Cl[CH2:19][C:20]1[CH:25]=[CH:24][CH:23]=[CH:22][C:21]=1[S:26]([NH2:29])(=[O:28])=[O:27]>C(#N)C.O>[S:26]([C:21]1[CH:22]=[CH:23][CH:24]=[CH:25][C:20]=1[CH2:19][S:12][C:13]1[S:14][CH2:15][CH2:16][N:17]=1)(=[O:27])(=[O:28])[NH2:29]. Procedure: With cooling, 7.9 g of 97% 1,8-diazabicyclo[5.4.0]undec-7-ene are added to a suspension of 6.2 g of 97% 4,5-dihydro-2-mercaptothiazole in 50 ml of acetonitrile. To the yellow solution so obtained are added 10.3 g of 2-chloromethylbenzenesulfonamide and the reaction mixture is stirred for 1 hour at 20°-25° C. The reaction solution is then diluted with about 1 liter of water. The precipitate is isolated by filtration and dried, affording 11.9 g (76% of theory) of 4,5-dihydro-2-(2-sulfamoylphenylme...